Dataset: the Open Reaction Database (ORD), a public repository of structured organic reaction records. Task: describe an organic reaction: reactants, conditions, products, and yield Reactants: C1CCOC1, CN(C)N, CCOC(C)=O, CCN(C(C)C)C(C)C, O=C(Cl)c1cc(Cl)ccn1, Cl, O. Product: CN(C)NC(=O)c1cc(Cl)ccn1. Reaction SMILES: [CH2:25]1[O:26][CH2:27][CH2:28][CH2:29]1.[CH3:12][N:13]([NH2:14])[CH3:15].[CH3:31][CH2:32][O:33][C:34]([CH3:35])=[O:36].[CH:16]([N:17]([CH2:18][CH3:19])[CH:20]([CH3:21])[CH3:22])([CH3:23])[CH3:24].[Cl:2][c:3]1[cH:4][c:5]([C:9](=[O:10])[Cl:11])[n:6][cH:7][cH:8]1.[ClH:1].[OH2:30]>>[Cl:2][c:3]1[cH:4][c:5]([C:9](=[O:10])[NH:14][N:13]([CH3:12])[CH3:15])[n:6][cH:7][cH:8]1.